Task: describe an organic reaction: reactants, conditions, products, and yield. Dataset: the Open Reaction Database (ORD), a public repository of structured organic reaction records The reactants are C(C)(C)(C)OP(=O)(OC(C)(C)C)C(C1=CC=C(CC(C(=O)O)(C(=O)OC)CC2=CC=C(C=C2)C(F)(F)P(=O)(OC(C)(C)C)OC(C)(C)C)C=C1)(F)F (2,2-di{4-[(di-tert-butoxyphosphoryl) (difluoro)methyl]benzyl}-3-methoxy-3-oxopropanoic acid). Run in C(=O)(C(F)(F)F)O.O (TFA water). Yields the product FC(C1=CC=C(CC(C(=O)O)(C(=O)OC)CC2=CC=C(C=C2)C(P(=O)(O)O)(F)F)C=C1)(P(=O)(O)O)F (2,2-Di{4-[difluoro(phosphono)methyl]benzyl}-3-methoxy-3-oxopropanoic acid). The yield is 35.0%. As a reaction SMILES: C([O:5][P:6]([C:13]([F:52])([F:51])[C:14]1[CH:50]=[CH:49][C:17]([CH2:18][C:19]([CH2:27][C:28]2[CH:33]=[CH:32][C:31]([C:34]([P:37]([O:44]C(C)(C)C)([O:39]C(C)(C)C)=[O:38])([F:36])[F:35])=[CH:30][CH:29]=2)([C:23]([O:25][CH3:26])=[O:24])[C:20]([OH:22])=[O:21])=[CH:16][CH:15]=1)([O:8]C(C)(C)C)=[O:7])(C)(C)C>C(O)(C(F)(F)F)=O.O>[F:52][C:13]([F:51])([P:6]([OH:8])([OH:7])=[O:5])[C:14]1[CH:50]=[CH:49][C:17]([CH2:18][C:19]([CH2:27][C:28]2[CH:29]=[CH:30][C:31]([C:34]([F:35])([F:36])[P:37]([OH:44])([OH:39])=[O:38])=[CH:32][CH:33]=2)([C:23]([O:25][CH3:26])=[O:24])[C:20]([OH:22])=[O:21])=[CH:16][CH:15]=1 |f:1.2|. Reported procedure: A solution of 2,2-di{4-[(di-tert-butoxyphosphoryl) (difluoro)methyl]benzyl}-3-methoxy-3-oxopropanoic acid(80 mg) in 5 mL of 10:1 TFA/water was stirred for 1 h and then concentrated. The residue was dissolved in 4 mL of water and washed with 2×5 mL of ether and the aqueous solution was lyopholized to give 20 mg of the title compound as a white solid. The reactants are CCO, CCC1c2nncn2-c2cnc(Cl)nc2N1C1CCC(F)(F)C1, Cl, CCNC(=O)c1ccc(N)c(OC)c1, O. Yields the product CCNC(=O)c1ccc(Nc2ncc3c(n2)N(C2CCC(F)(F)C2)C(CC)c2nncn2-3)c(OC)c1. As a reaction SMILES: [CH3:39][CH2:40][OH:41].[Cl:2][c:3]1[n:4][c:5]2[c:10]([cH:11][n:12]1)-[n:9]1[c:8]([n:15][n:14][cH:13]1)[CH:7]([CH2:16][CH3:17])[N:6]2[CH:18]1[CH2:19][C:20]([F:23])([F:24])[CH2:21][CH2:22]1.[ClH:1].[NH2:25][c:26]1[c:27]([O:37][CH3:38])[cH:28][c:29]([C:30](=[O:31])[NH:32][CH2:33][CH3:34])[cH:35][cH:36]1.[OH2:42]>>[c:3]1([NH:25][c:26]2[c:27]([O:37][CH3:38])[cH:28][c:29]([C:30](=[O:31])[NH:32][CH2:33][CH3:34])[cH:35][cH:36]2)[n:4][c:5]2[c:10]([cH:11][n:12]1)-[n:9]1[c:8]([n:15][n:14][cH:13]1)[CH:7]([CH2:16][CH3:17])[N:6]2[CH:18]1[CH2:19][C:20]([F:23])([F:24])[CH2:21][CH2:22]1. Starting materials: COC(C1=C(C=C2CCCNC2=N1)C1CCOCC1)OC (7-(dimethoxymethyl)-6-(tetrahydro-2H-pyran-4-yl)-1,2,3,4-tetrahydro-1,8-naphthyridine), O1CC(=CC1)B1OC(C(O1)(C)C)(C)C (2-(2,5-dihydrofuran-3-yl)-4,4,5,5-tetramethyl-1,3,2-dioxaborolane). Procedure: The title compound was synthesized in an analogous manner to intermediate 312, by replacing 2-(3,6-dihydro-2H-pyran-4-yl)-4,4,5,5-tetramethyl-1, 3,2-dioxaborolane with 2-(2,5-dihydrofuran-3-yl)-4,4,5,5-tetramethyl-1,3,2-dioxaborolane. The title compound was obtained as a viscous, turbid light yellow oil. (UPLC-MS 3) tR 0.50 min; ESI-MS 279.2 [M+H]+. Yields the product COC(C1=C(C=C2CCCNC2=N1)C1COCC1)OC ((racemic) 7-(dimethoxymethyl)-6-(tetrahydrofuran-3-yl)-1,2,3,4-tetrahydro-1,8-naphthyridine). RXN SMILES: [CH3:1][O:2][CH:3]([O:20][CH3:21])[C:4]1[N:13]=[C:12]2[C:7]([CH2:8][CH2:9][CH2:10][NH:11]2)=[CH:6][C:5]=1[CH:14]1[CH2:19][CH2:18][O:17][CH2:16]C1.O1CC=C(B2OC(C)(C)C(C)(C)O2)C1>>[CH3:21][O:20][CH:3]([O:2][CH3:1])[C:4]1[N:13]=[C:12]2[C:7]([CH2:8][CH2:9][CH2:10][NH:11]2)=[CH:6][C:5]=1[CH:14]1[CH2:19][CH2:18][O:17][CH2:16]1. The reactants are C1(=CC=C(C=C1)S(=O)(=O)OCCCCCCCCCCCCCCCCCC)C (octadecyl p-toluenesulfonate), N1=CC=CC=C1 (pyridine). The product is C1(=CC=C(C=C1)S(=O)(=O)[O-])C.C(CCCCCCCCCCCCCCCCC)[N+]1=CC=CC=C1 (N-octadecylpyridinium p-toluenesulfonate). The yield is 99.5%. As a reaction SMILES: [C:1]1([CH3:29])[CH:6]=[CH:5][C:4]([S:7]([O:10][CH2:11][CH2:12][CH2:13][CH2:14][CH2:15][CH2:16][CH2:17][CH2:18][CH2:19][CH2:20][CH2:21][CH2:22][CH2:23][CH2:24][CH2:25][CH2:26][CH2:27][CH3:28])(=[O:9])=[O:8])=[CH:3][CH:2]=1.[N:30]1[CH:35]=[CH:34][CH:33]=[CH:32][CH:31]=1>>[C:1]1([CH3:29])[CH:2]=[CH:3][C:4]([S:7]([O-:10])(=[O:8])=[O:9])=[CH:5][CH:6]=1.[CH2:11]([N+:30]1[CH:35]=[CH:34][CH:33]=[CH:32][CH:31]=1)[CH2:12][CH2:13][CH2:14][CH2:15][CH2:16][CH2:17][CH2:18][CH2:19][CH2:20][CH2:21][CH2:22][CH2:23][CH2:24][CH2:25][CH2:26][CH2:27][CH3:28] |f:2.3|. Reported procedure: In a 100 ml flask equipped with a stirrer, a condenser and a calcium chloride dryer tube were charged 9.3 g of pyridine and 5.0 g of octadecyl p-toluenesulfonate, and the mixture was refluxed for 6 hours. After cooling the reaction mixture to room temperature, precipitated crystals were collected by filtration under reduced pressure. The resulting crystals were washed with acetone to obtain 5.9 g of the title compound. Melting point: 133*.